Dataset: the Open Reaction Database (ORD), a public repository of structured organic reaction records. Task: describe an organic reaction: reactants, conditions, products, and yield The reactants are C1(CC1)CC(=O)O (cyclopropylacetic acid), Cl.COC([C@@H](N)C)=O (L-alanine methyl ester hydrochloride). Product: C1(CC1)CC(=O)N[C@@H](C)C(=O)O (N-(cyclopropylacetyl)-L-alanine). RXN SMILES: [CH:1]1([CH2:4][C:5]([OH:7])=O)[CH2:3][CH2:2]1.Cl.C[O:10][C:11](=[O:15])[C@H:12]([CH3:14])[NH2:13]>>[CH:1]1([CH2:4][C:5]([NH:13][C@H:12]([C:11]([OH:15])=[O:10])[CH3:14])=[O:7])[CH2:2][CH2:3]1 |f:1.2|. Procedure: Following General Procedure II-E above using cyclopropylacetic acid (Aldrich) and L-alanine methyl ester hydrochloride (Sigma), the title compound was prepared as an oil. The reaction was monitored by tlc on silica gel (Rf=0.15 in 25% ethyl acetate/hexanes) and purification was by flash column chromatography using 25% ethyl acetate/hexanes as the eluant.